From a dataset of the Open Reaction Database (ORD), a public repository of structured organic reaction records. describe an organic reaction: reactants, conditions, products, and yield Yields the product FC1=CC=C(COC=2C=C3C(N(C(C3=CC2)=O)[C@H](C(=S)N)C)=O)C=C1 ((S)-2-[5-(4-Fluoro-benzyloxy)-1,3-dioxo-1,3-dihydro-isoindol-2-yl]-thiopropionamide). The reactants are FC1=CC=C(COC=2C=C3C(N(C(C3=CC2)=O)[C@H](C(=O)N)C)=O)C=C1 ((S)-2-[5-(4-fluoro-benzyloxy)-1,3-dioxo-1,3-dihydro-isoindol-2-yl]-propionamide), COC=1C=CC(=CC1)P2(=S)SP(=S)(S2)C=3C=CC(=CC3)OC (Lawesson's reagent). Conditions: time 72 hour. Yield: 36.3%. Solvent: O1CCCC1 (tetrahydrofuran). Reaction SMILES: [F:1][C:2]1[CH:25]=[CH:24][C:5]([CH2:6][O:7][C:8]2[CH:9]=[C:10]3[C:14](=[CH:15][CH:16]=2)[C:13](=[O:17])[N:12]([C@@H:18]([CH3:22])[C:19]([NH2:21])=O)[C:11]3=[O:23])=[CH:4][CH:3]=1.COC1C=CC(P2(SP(C3C=CC(OC)=CC=3)(=S)S2)=[S:35])=CC=1>O1CCCC1>[F:1][C:2]1[CH:25]=[CH:24][C:5]([CH2:6][O:7][C:8]2[CH:9]=[C:10]3[C:14](=[CH:15][CH:16]=2)[C:13](=[O:17])[N:12]([C@@H:18]([CH3:22])[C:19]([NH2:21])=[S:35])[C:11]3=[O:23])=[CH:4][CH:3]=1. Procedure: A mixture of (S)-2-[5-(4-fluoro-benzyloxy)-1,3-dioxo-1,3-dihydro-isoindol-2-yl]-propionamide (171 mg, 0.5 mmol) and Lawesson's reagent (243 mg, 0.6 mmol) in tetrahydrofuran (20 mL) was stirrred at room temperature for 72 h. Then the mixture was evaporated and the residue was purified by chromatography (SiO2, CH2Cl2:2N NH3/MeOH 99:1 to 19:1) to afford the title compound (65 mg, 36%) as an off-white solid after recrystallisation from MeOH. MS: m/e=359.2 (M+H+). Starting materials: NC=1C2=C(N=CN1)SC=C2C2=C(C=C(C=C2)NC(=O)NC2=C(C=CC(=C2)C(F)(F)F)F)OCC2=CC=CC=C2 (N-[4-(4-aminothieno[2,3-d]pyrimidin-5-yl)-3-(benzyloxy)phenyl]-N′-[2-fluoro-5-(trifluoromethyl)phenyl]urea), Cl (HCl), O (water), [OH-].[Na+] (NaOH). The solvent is Br.C(C)(=O)O (HBr acetic acid), C(C)(=O)O (acetic acid). Product: NC=1C2=C(N=CN1)SC=C2C2=C(C=C(C=C2)NC(=O)NC2=C(C=CC(=C2)C(F)(F)F)F)O (N-[4-(4-aminothieno[2,3-d]pyrimidin-5-yl)-3-hydroxyphenyl]-N′-[2-fluoro-5-(trifluoromethyl)phenyl]urea). The yield is 19.2%. As a reaction SMILES: [NH2:1][C:2]1[C:3]2[C:10]([C:11]3[CH:16]=[CH:15][C:14]([NH:17][C:18]([NH:20][C:21]4[CH:26]=[C:25]([C:27]([F:30])([F:29])[F:28])[CH:24]=[CH:23][C:22]=4[F:31])=[O:19])=[CH:13][C:12]=3[O:32]CC3C=CC=CC=3)=[CH:9][S:8][C:4]=2[N:5]=[CH:6][N:7]=1.O.[OH-].[Na+].Cl>Br.C(O)(=O)C.C(O)(=O)C>[NH2:1][C:2]1[C:3]2[C:10]([C:11]3[CH:16]=[CH:15][C:14]([NH:17][C:18]([NH:20][C:21]4[CH:26]=[C:25]([C:27]([F:30])([F:28])[F:29])[CH:24]=[CH:23][C:22]=4[F:31])=[O:19])=[CH:13][C:12]=3[OH:32])=[CH:9][S:8][C:4]=2[N:5]=[CH:6][N:7]=1 |f:2.3,5.6|. Procedure details: A solution of Example 351B (99 mg, 0.18 mmol) in 30% HBr/acetic acid (1 mL) and acetic acid (2 mL) was stirred at 70° C. for 3 hours, cooled to room temperature, poured into water, basified with 2N NaOH, adjusted to pH to 7-8 with 1N HCl, and extracted with methanol/dichloromethane. The extract was concentrated and the residue was purified by silica gel chromatography with 5% methanol/dichloromethane to provide 16 mg (19% yield) of the desired product. MS(ESI(+)) m/e 464.0 (M+H)+; 1H NMR (300 MH... Starting materials: N(=O)[O-].[Na+] (sodium nitrite), ice, [N-]=[N+]=[N-].[Na+] (sodium azide), starch, [Cl-].[Al+3].[Cl-].[Cl-] (aluminum chloride), ClC=1C=C(C=CC1)N=C=O (3-chlorophenylisocyanate), Cl (hydrogen chloride). Run in O (water), CN(C)C=O (DMF). Reaction conditions: temperature 70 celsius. Product: ClC=1C=C(C=CC1)N1N=NNC1=O (1-(3-chlorophenyl)-tetrazolin-5-one). As a reaction SMILES: [N-:1]=[N+:2]=[N-:3].[Na+].[Cl-].[Al+3].[Cl-].[Cl-].[Cl:9][C:10]1[CH:11]=[C:12]([N:16]=[C:17]=[O:18])[CH:13]=[CH:14][CH:15]=1.N([O-])=O.[Na+].Cl>O.CN(C=O)C>[Cl:9][C:10]1[CH:11]=[C:12]([N:16]2[C:17](=[O:18])[NH:3][N:2]=[N:1]2)[CH:13]=[CH:14][CH:15]=1 |f:0.1,2.3.4.5,7.8|. Reported procedure: DMF (5.0 ml) was cooled to 0° C. and stirred as 0.48 gram (0.0074 mole) of sodium azide was added. To this mixture was added 50 milligrams of aluminum chloride. The mixture was heated to 70° C. for 15 minutes, then the known compound 3-chlorophenylisocyanate was added neet in one portion. The mixture was heated at 75° C. for 3 hours and then cooled and poured into 100 ml of water containing 0.5 gram of sodium nitrite and 50 grams ice. To this was slowly added sufficient 10% hydrogen chloride to ... Starting materials: C(C)OC(=O)C=1C(C=2C=C3C(=NC2N(C1)C)C(=C(C(=C3)F)F)F)=O (3-ethoxycarbonyl-7,8,9-trifluoro-1-methyl-4-oxo-1,4-dihydrobenzo[b][1,8]naphthyridine), COC1=CC=C(C=C1)C1NCCNC1 ((RS)-2-(4-methoxyphenyl)piperazine). The solvent is CS(=O)C (dimethyl sulphoxide). Reaction conditions: temperature 95 celsius, time 2 hour. The product is C(C)OC(=O)C=1C(C=2C=C3C(=NC2N(C1)C)C(=C(C(=C3)F)N3CC(NCC3)C3=CC=C(C=C3)OC)F)=O ((RS)-3-ethoxycarbonyl-7,9-difluoro-8-[3-(4-methoxyphenyl)-1-piperazinyl]-1-methyl-4-oxo-1,4-dihydrobenzo[b][1,8]naphthyridine). The yield is 74.1%. RXN SMILES: [CH2:1]([O:3][C:4]([C:6]1[C:7](=[O:24])[C:8]2[CH:9]=[C:10]3[CH:20]=[C:19]([F:21])[C:18](F)=[C:17]([F:23])[C:11]3=[N:12][C:13]=2[N:14]([CH3:16])[CH:15]=1)=[O:5])[CH3:2].[CH3:25][O:26][C:27]1[CH:32]=[CH:31][C:30]([CH:33]2[CH2:38][NH:37][CH2:36][CH2:35][NH:34]2)=[CH:29][CH:28]=1>CS(C)=O>[CH2:1]([O:3][C:4]([C:6]1[C:7](=[O:24])[C:8]2[CH:9]=[C:10]3[CH:20]=[C:19]([F:21])[C:18]([N:37]4[CH2:36][CH2:35][NH:34][CH:33]([C:30]5[CH:31]=[CH:32][C:27]([O:26][CH3:25])=[CH:28][CH:29]=5)[CH2:38]4)=[C:17]([F:23])[C:11]3=[N:12][C:13]=2[N:14]([CH3:16])[CH:15]=1)=[O:5])[CH3:2]. Procedure: A suspension of 3-ethoxycarbonyl-7,8,9-trifluoro-1-methyl-4-oxo-1,4-dihydrobenzo[b][1,8]naphthyridine (2.5 g) and (RS)-2-(4-methoxyphenyl)piperazine (3.5 g) in dimethyl sulphoxide (40 cc) is heated with stirring to a temperature in the region of 95° C. for 2 hours. After treatment of the reaction mixture according to the conditions described in Example 39, (RS)-3-ethoxycarbonyl-7,9-difluoro-8-[3-(4-methoxyphenyl)-1-piperazinyl]-1-methyl-4-oxo-1,4-dihydrobenzo[b][1,8]naphthyridine (2.8 g) is obta... Reactants: COC(=O)C1=NC(=CC(=C1)C1=CC(=NC(=C1)C(=O)OC)C(=O)OC)C(=O)OC (2,2',6,6'-tetra(methoxycarbonyl)-4,4'-bipyridine), [BH4-].[Na+] (sodium borohydride), Cl (hydrochloric acid). Reported procedure: 50 g (128.77 mmol) of 2,2',6,6'-tetra(methoxycarbonyl)-4,4'-bipyridine is dissolved in a mixture of 400 ml of dioxane/400 ml of water and, in portions, 48.71 g (1.28 mol) of sodium borohydride is added thereto. The mixture is stirred overnight at room temperature. The solution is acidified with 5N hydrochloric acid and evaporated to dryness. The residue is suspended in 1 liter of 1N sodium hydroxide solution and extracted three times with 250 ml of chloroform. The organic phases are dried over m... Product: OCC1=NC(=CC(=C1)C1=CC(=NC(=C1)CO)CO)CO (2,2',6,6'-Tetra(hydroxymethyl)-4,4'-bipyridine). RXN SMILES: C[O:2][C:3]([C:5]1[CH:10]=[C:9]([C:11]2[CH:16]=[C:15]([C:17](OC)=[O:18])[N:14]=[C:13]([C:21](OC)=[O:22])[CH:12]=2)[CH:8]=[C:7]([C:25](OC)=[O:26])[N:6]=1)=O.[BH4-].[Na+].Cl>O1CCOCC1.O>[OH:18][CH2:17][C:15]1[CH:16]=[C:11]([C:9]2[CH:10]=[C:5]([CH2:3][OH:2])[N:6]=[C:7]([CH2:25][OH:26])[CH:8]=2)[CH:12]=[C:13]([CH2:21][OH:22])[N:14]=1 |f:1.2|. Solvent: O1CCOCC1 (dioxane), O (water). Run at time 8 hour. The reactants are P12(=S)SP3(=S)SP(=S)(S1)SP(=S)(S2)S3 (phosphorus pentasulfide), [S-2].[K+].[K+] (potassium sulfide), ClCCC1OC2=C(C(N(C1)C)=O)C=C(C=C2)OC (2-(2-chloroethyl)-2,3-dihydro-7-methoxy-4-methyl-1,4-benzoxazepin-5(4H)-one). Solvent: C(Cl)(Cl)Cl (chloroform). The product is ClCCC1OC2=C(C(N(C1)C)=S)C=C(C=C2)OC (2-(2-Chloroethyl)-2,3-dihydro-7-methoxy-4-methyl-1,4-benzoxazepine-5(4H)-thione). The yield is 86.3%. RXN SMILES: [Cl:1][CH2:2][CH2:3][CH:4]1[CH2:10][N:9]([CH3:11])[C:8](=O)[C:7]2[CH:13]=[C:14]([O:17][CH3:18])[CH:15]=[CH:16][C:6]=2[O:5]1.P12(SP3(SP(SP(S3)(S1)=S)(=S)S2)=S)=[S:20].[S-2].[K+].[K+]>C(Cl)(Cl)Cl>[Cl:1][CH2:2][CH2:3][CH:4]1[CH2:10][N:9]([CH3:11])[C:8](=[S:20])[C:7]2[CH:13]=[C:14]([O:17][CH3:18])[CH:15]=[CH:16][C:6]=2[O:5]1 |f:2.3.4|. Procedure: To a solution of 10.3 g (0.04 mole) of 2-(2-chloroethyl)-2,3-dihydro-7-methoxy-4-methyl-1,4-benzoxazepin-5(4H)-one in 200 ml of chloroform was added a mixture of 5.7 g (0.03 mole) of phosphorus pentasulfide and 5.7 g of potassium sulfide which had been ground together. The reaction mixture was stirred and heated at reflux under nitrogen atmosphere for 5 hr. The mixture was filtered hot and the filtrate concentrated under reduced pressure. The residue, an orange solid, was recrystallized from eth... The reactants are ClC1=C(C(=O)OC)C=C(C(=C1)F)N1C(=NC(=CC1=O)C(F)(F)F)Cl (methyl 2-chloro-5-[2-chloro-6-oxo-4-trifluoromethyl-1(6H)-pyrimidinyl]-4-fluorobenzoate), CC[O-].[Na+] (sodium ethylate). Solvent: C(C)O (ethanol). Yields the product C(C)OC=1N(C(C=C(N1)C(F)(F)F)=O)C=1C(=CC(=C(C(=O)OC)C1)Cl)F (methyl 5-[2-ethoxy-6-oxo-4-trifluoromethyl -1(6H)-pyrimidinyl]-2-chloro-4-fluorobenzoate). Reaction SMILES: [Cl:1][C:2]1[CH:11]=[C:10]([F:12])[C:9]([N:13]2[C:18](=[O:19])[CH:17]=[C:16]([C:20]([F:23])([F:22])[F:21])[N:15]=[C:14]2Cl)=[CH:8][C:3]=1[C:4]([O:6][CH3:7])=[O:5].[CH3:25][CH2:26][O-:27].[Na+]>C(O)C>[CH2:26]([O:27][C:14]1[N:13]([C:9]2[C:10]([F:12])=[CH:11][C:2]([Cl:1])=[C:3]([CH:8]=2)[C:4]([O:6][CH3:7])=[O:5])[C:18](=[O:19])[CH:17]=[C:16]([C:20]([F:23])([F:22])[F:21])[N:15]=1)[CH3:25] |f:1.2|. Reported procedure: using methyl 2-chloro-5-[2-chloro-6-oxo-4-trifluoromethyl-1(6H)-pyrimidinyl]-4-fluorobenzoate and sodium ethylate in ethanol there is obtained methyl 5-[2-ethoxy-6-oxo-4-trifluoromethyl -1(6H)-pyrimidinyl]-2-chloro-4-fluorobenzoate, m.p. 96°-98° C.; Solvent: O (water). The product is OC1=CC=C(C=C1)C1(C2CC3CC(CC1C3)C2)C2=CC=C(C=C2)O (2,2-bis(4-hydroxyphenyl)adamantane). Conditions: temperature 80 celsius. The reactants are C12C(C3CC(CC(C1)C3)C2)=O (2-Adamantanone), C1(=CC=CC=C1)O (phenol), C(CCCCC)S (1-hexanethiol), diol, OS(=O)(=O)O (H2SO4). The yield is 43.0%. RXN SMILES: [CH:1]12[CH2:10][CH:5]3[CH2:6][CH:7]([CH2:9][CH:3]([CH2:4]3)[C:2]1=O)[CH2:8]2.[C:12]1([OH:18])[CH:17]=[CH:16][CH:15]=[CH:14][CH:13]=1.[CH2:19](S)[CH2:20][CH2:21][CH2:22][CH2:23][CH3:24].[OH:26]S(O)(=O)=O>O>[OH:18][C:12]1[CH:17]=[CH:16][C:15]([C:2]2([C:21]3[CH:22]=[CH:23][C:24]([OH:26])=[CH:19][CH:20]=3)[CH:3]3[CH2:9][CH:7]4[CH2:6][CH:5]([CH2:10][CH:1]2[CH2:8]4)[CH2:4]3)=[CH:14][CH:13]=1. Reported procedure: 2,2-Bis(4-hydroxyphenyl)adamantane (2,2-BPA) was synthesized as an aromatic diol monomer. 2-Adamantanone (4.0 g, 26.6 mmol), phenol (18.74 mL, 213 mmol) and 1-hexanethiol (0.24 mL, 1.69 mmol) were added to a 50-mL 2-bulb flask and stirred at 80° C. After the reactants were completely dissolved, H2SO4 (1.49 mL, 26.6 mmol) was added and reaction was performed under nitrogen flow for 24 hours. After the reaction was completed, the reaction solution was cooled to 50° C. and, after adding to 20 mL of...